This data is from the Open Reaction Database (ORD), a public repository of structured organic reaction records. The task is: describe an organic reaction: reactants, conditions, products, and yield Starting materials: C1(=CC=C(C=C1)C1=C(C=C(C2=C(C=CC=C12)OC)O)C(C)(C)O)C1=CC=CC=C1 (4-([1,1′-biphenyl]-4-yl)-3-(2-hydroxypropan-2-yl)-8-methoxynaphthalen-1-ol), C1(=CC=C(C=C1)S(=O)(=O)O)C (p-toluenesulfonic acid). Solvent: xylenes, C(C)(C)(C)OC (methyl tert-butyl ether). Yields the product COC1=CC=CC2=C1C(=CC=1C(C=3C=C(C=CC3C21)C2=CC=CC=C2)(C)C)O (4-methoxy-7,7-dimethyl-9-phenyl-7H-benzo[C]fluoren-5-ol). Isolated yield 569.6%. Reaction SMILES: C1(C2C=CC=CC=2)C=CC([C:7]2[C:16]3[C:11](=[C:12]([O:17][CH3:18])[CH:13]=[CH:14][CH:15]=3)[C:10]([OH:19])=[CH:9][C:8]=2[C:20](O)([CH3:22])[CH3:21])=CC=1.[C:30]1([CH3:40])[CH:35]=[CH:34][C:33](S(O)(=O)=O)=[CH:32][CH:31]=1>C(OC)(C)(C)C>[CH3:18][O:17][C:12]1[C:11]2[C:10]([OH:19])=[CH:9][C:8]3[C:20]([CH3:22])([CH3:21])[C:32]4[CH:31]=[C:30]([C:40]5[CH:15]=[CH:16][CH:7]=[CH:8][CH:9]=5)[CH:35]=[CH:34][C:33]=4[C:7]=3[C:16]=2[CH:15]=[CH:14][CH:13]=1. Procedure: In an oven-dried flask placed under a nitrogen atmosphere and equipped with a Dean-Stark trap, the product of Step 5 (20 g) was stirred in xylenes (300 mL). To this was added p-toluenesulfonic acid (990 mg). The reaction mixture was heated to reflux for 3 hours and then cooled to room temperature. It was transferred to a separatory funnel and washed with saturated aqueous solution of sodium bicarbonate (300 mL), dried over sodium sulfate and then concentrated by rotary evaporation to yield a sol...